Dataset: the Open Reaction Database (ORD), a public repository of structured organic reaction records. Task: describe an organic reaction: reactants, conditions, products, and yield Reactants: CC(C)(C)OC(=O)N1CCC(CN)(NC(=O)C(F)(F)F)CC1, CO, N. Product: CC(C)(C)OC(=O)N1CCC(N)(CN)CC1. Reaction SMILES: [C:1]([CH3:2])([CH3:3])([CH3:4])[O:5][C:6](=[O:7])[N:8]1[CH2:9][CH2:10][C:11]([NH:14][C:15](=[O:16])[C:17]([F:18])([F:19])[F:20])([CH2:21][NH2:22])[CH2:12][CH2:13]1.[CH3:24][OH:25].[NH3:23]>>[C:1]([CH3:2])([CH3:3])([CH3:4])[O:5][C:6](=[O:7])[N:8]1[CH2:9][CH2:10][C:11]([NH2:14])([CH2:21][NH2:22])[CH2:12][CH2:13]1. The reactants are C1(=CC=CC=C1)C=1CC2C(N(N1)S(=O)(=O)C1=CC=C(C=C1)C)C=CC2 (3-phenyl-1-(4-tolylsulfonyl)-4,4a,5,7a-tetrahydro-1H-cyclopenta[c]pyridazine). The reagents and catalysts are [Pd] (palladium on carbon). Solvent: C(C)O (ethanol). Reaction conditions: time 3 hour. The product is C1(=CC=CC=C1)C=1CC2C(N(N1)S(=O)(=O)C1=CC=C(C=C1)C)CCC2 (4,4a,5,6,7,7a-Hexahydro-3-phenyl-1-(4-methylbenzenesulfonyl)-1H-cyclopenta[c]pyridazine). As a reaction SMILES: [C:1]1([C:7]2[CH2:8][CH:9]3[CH2:25][CH:24]=[CH:23][CH:10]3[N:11]([S:13]([C:16]3[CH:21]=[CH:20][C:19]([CH3:22])=[CH:18][CH:17]=3)(=[O:15])=[O:14])[N:12]=2)[CH:6]=[CH:5][CH:4]=[CH:3][CH:2]=1>[Pd].C(O)C>[C:1]1([C:7]2[CH2:8][CH:9]3[CH2:25][CH2:24][CH2:23][CH:10]3[N:11]([S:13]([C:16]3[CH:17]=[CH:18][C:19]([CH3:22])=[CH:20][CH:21]=3)(=[O:15])=[O:14])[N:12]=2)[CH:6]=[CH:5][CH:4]=[CH:3][CH:2]=1. Procedure details: A catalytic amount of palladium on carbon was added to a solution of 3-phenyl-1-(4-tolylsulfonyl)-4,4a,5,7a-tetrahydro-1H-cyclopenta[c]pyridazine (0.5 g) in ethanol. The suspension was placed in a Parr Shaker apparatus under a H2 atmosphere (40 PSI) and shaken for 3 hours. The mixture was filtered through celite and concentrated. The resulting residue was purified by recrystallization from ethyl acetate to give the title compound as a solid: mp 171°-176° C.